describe an organic reaction: reactants, conditions, products, and yield From a dataset of the Open Reaction Database (ORD), a public repository of structured organic reaction records. Reactants: N([C@@H](CC(C)C)[C@@H](O)CC(=O)O)C(=O)OCC1=CC=CC=C1 (Z-Sta-OH), N(C)CC(=O)N[C@@H](CC1=CNC=N1)C(=O)N[C@@H](CCCCNC(=O)OC(C)(C)C)C(=O)OC (H-Sar-His-Lys(Boc)-OMe), C=1C=CC2=C(C1)N=NN2O (HOBt), C1CCC(CC1)N=C=NC2CCCCC2 (DCCI). Run in CN(C)C=O (DMF), O (H2O). Conditions: time 20 hour. The product is N([C@@H](CC(C)C)[C@@H](O)CC(=O)N(C)CC(=O)N[C@@H](CC1=CNC=N1)C(=O)N[C@@H](CCCCNC(=O)OC(C)(C)C)C(=O)OC)C(=O)OCC1=CC=CC=C1 (Z-Sta-Sar-His-Lys(Boc)-OMe). As a reaction SMILES: [NH:1]([C:13]([O:15][CH2:16][C:17]1[CH:22]=[CH:21][CH:20]=[CH:19][CH:18]=1)=[O:14])[C@H:2]([C@H:7]([CH2:9][C:10]([OH:12])=O)[OH:8])[CH2:3][CH:4]([CH3:6])[CH3:5].[NH:23]([CH2:25][C:26]([NH:28][C@H:29]([C:36]([NH:38][C@H:39]([C:52]([O:54][CH3:55])=[O:53])[CH2:40][CH2:41][CH2:42][CH2:43][NH:44][C:45]([O:47][C:48]([CH3:51])([CH3:50])[CH3:49])=[O:46])=[O:37])[CH2:30][C:31]1[N:35]=[CH:34][NH:33][CH:32]=1)=[O:27])[CH3:24].C1C=CC2N(O)N=NC=2C=1.C1CCC(N=C=NC2CCCCC2)CC1>CN(C=O)C.O>[NH:1]([C:13]([O:15][CH2:16][C:17]1[CH:22]=[CH:21][CH:20]=[CH:19][CH:18]=1)=[O:14])[C@H:2]([C@H:7]([CH2:9][C:10]([N:23]([CH2:25][C:26]([NH:28][C@H:29]([C:36]([NH:38][C@H:39]([C:52]([O:54][CH3:55])=[O:53])[CH2:40][CH2:41][CH2:42][CH2:43][NH:44][C:45]([O:47][C:48]([CH3:51])([CH3:50])[CH3:49])=[O:46])=[O:37])[CH2:30][C:31]1[N:35]=[CH:34][NH:33][CH:32]=1)=[O:27])[CH3:24])=[O:12])[OH:8])[CH2:3][CH:4]([CH3:5])[CH3:6]. Procedure: 254 mg of Z-Sta-OH (see stage 1.12), 297 mg of H-Sar-His-Lys(Boc)-OMe, 97 mg of HOBt×H2O and 196 mg of DCCI are dissolved, in this sequence, in 3 ml of DMF and the whole is left to stand for 20 hours at room temperature. The DCH which has crystallised out is filtered off, the filtrate is concentrated to dryness, heated for 1 hour at 60° in 7 ml of methanol/glacial acetic acid/H2O (94:3:3), and this solution is again concentrated to dryness. The oily residue is purified by chromatography over 75 ... Reactants: C(CCCC)[C@@H]1CC[C@H](CC1)CCCCC1=C(C=CC=C1)O ((4-(trans-4-Pentylcyclohexyl)butyl]phenol), CC(=CCCC1CC=C(CC1)C(=O)O)C ((4-(4-Methyl-3-pentenyl)-1-cyclohexenyl)carboxylic acid), C1(CCCCC1)N=C=NC1CCCCC1 (dicyclohexylcarbodiimide), CN(C)C1=NC=CC=C1 (dimethylaminopyridine). Run in O1CCCC1 (tetrahydrofuran), O (water). Reaction conditions: time 8 hour. The product is C(CCCC)C1CC=C(CC1)C(=O)OC1=C(C=CC=C1)CCCCC1CCC(CC1)CCCCC (4-(4-pentylcyclohexyl)butylphenyl (4-pentyl-1-cyclohexenyl)carboxylate). As a reaction SMILES: [CH2:1]([C@H:6]1[CH2:11][CH2:10][C@H:9]([CH2:12][CH2:13][CH2:14][CH2:15][C:16]2[CH:21]=[CH:20][CH:19]=[CH:18][C:17]=2[OH:22])[CH2:8][CH2:7]1)[CH2:2][CH2:3][CH2:4][CH3:5].[CH3:23][C:24](C)=[CH:25][CH2:26][CH2:27][CH:28]1[CH2:33][CH2:32][C:31]([C:34](O)=[O:35])=[CH:30][CH2:29]1.C1(N=C=NC2CCCCC2)CCCCC1.CN(C1C=CC=CN=1)C>O.O1CCCC1>[CH2:27]([CH:28]1[CH2:33][CH2:32][C:31]([C:34]([O:22][C:17]2[CH:18]=[CH:19][CH:20]=[CH:21][C:16]=2[CH2:15][CH2:14][CH2:13][CH2:12][CH:9]2[CH2:8][CH2:7][CH:6]([CH2:1][CH2:2][CH2:3][CH2:4][CH3:5])[CH2:11][CH2:10]2)=[O:35])=[CH:30][CH2:29]1)[CH2:26][CH2:25][CH2:24][CH3:23]. Reported procedure: To a round-bottom flask equipped with a stirbar is added phenol 3H (R=pentyl) (5 g), (4-(4-Methyl-3-pentenyl)-1-cyclohexenyl)carboxylic acid (R=n-pentyl) (3.3 g), dicyclohexylcarbodiimide (5.11 g), dimethylaminopyridine (202 mg), and anhydrous tetrahydrofuran (50 mL). The reaction is stirred overnight, at which time the solution is poured into water and extracted with 1:1 hexanes:ethyl acetate. The combined organic layers are washed with brine and dried over potassium carbonate, and the solution... Reactants: O=[N+]([O-])c1ccc(OCc2cccc(F)c2)c(Br)c1, CS(C)=O. The product is O=[N+]([O-])c1ccc(OCc2ccccc2)c(Br)c1. RXN SMILES: [Br:1][c:2]1[c:3]([O:11][CH2:12][c:13]2[cH:14][c:15]([F:19])[cH:16][cH:17][cH:18]2)[cH:4][cH:5][c:6]([N+:8](=[O:9])[O-:10])[cH:7]1.[CH3:20][S:21]([CH3:22])=[O:23]>>[Br:1][c:2]1[c:3]([O:11][CH2:12][c:13]2[cH:14][cH:15][cH:16][cH:17][cH:18]2)[cH:4][cH:5][c:6]([N+:8](=[O:9])[O-:10])[cH:7]1. Starting materials: Br.C(C)(=O)O (hydrogen bromide acetic acid), C1(=CC=CC=C1)OC (anisole), C(C1=CC=CC=C1)OC(=O)N1CCN(CCC1)NC(C1=CC=C(C=C1)F)=O (N-(4-benzyloxycarbonyl-1-homopiperazinyl)-p-fluorobenzamide). Solvent: C(C)OCC (diethyl ether). Reaction conditions: time 3.5 hour. Yields the product Br.N1(CCNCCC1)NC(C1=CC=C(C=C1)F)=O (N-(l-homopiperazinyl)-4-fluorobenzamide hydrobromide). Reaction SMILES: [BrH:1].C(O)(=O)C.C1(OC)C=CC=CC=1.C(OC([N:24]1[CH2:30][CH2:29][CH2:28][N:27]([NH:31][C:32](=[O:40])[C:33]2[CH:38]=[CH:37][C:36]([F:39])=[CH:35][CH:34]=2)[CH2:26][CH2:25]1)=O)C1C=CC=CC=1>C(OCC)C>[BrH:1].[N:27]1([NH:31][C:32](=[O:40])[C:33]2[CH:38]=[CH:37][C:36]([F:39])=[CH:35][CH:34]=2)[CH2:28][CH2:29][CH2:30][NH:24][CH2:25][CH2:26]1 |f:0.1,5.6|. Procedure details: To a solution of 25% hydrogen bromide-acetic acid (1.5 ml) and anisole (0.09 ml) was added N-(4-benzyloxycarbonyl-1-homopiperazinyl)-p-fluorobenzamide (529 mg) dropwise for 3 minutes under nitrogen atmosphere. The reaction mixture was stirred at ambient temperature for 3.5 hours and diluted with diethyl ether. The resulting precipitate was collected and washed with diethyl ether to give N-(l-homopiperazinyl)-4-fluorobenzamide hydrobromide (606 mg). This product was used for next step without fur... The reactants are C(C)OC=1C=C(C=O)C=CC1O (3-ethoxy-4-hydroxybenzaldehyde), COCCOCCl (2-methoxyethoxymethyl chloride). The product is C(C)OC=1C=C(C=O)C=CC1OCOCCOC (3-ethoxy-4-methoxyethoxymethoxybenzaldehyde). The yield is 91.5%. RXN SMILES: [CH2:1]([O:3][C:4]1[CH:5]=[C:6]([CH:9]=[CH:10][C:11]=1[OH:12])[CH:7]=[O:8])[CH3:2].[CH3:13][O:14][CH2:15][CH2:16][O:17][CH2:18]Cl>>[CH2:1]([O:3][C:4]1[CH:5]=[C:6]([CH:9]=[CH:10][C:11]=1[O:12][CH2:13][O:14][CH2:15][CH2:16][O:17][CH3:18])[CH:7]=[O:8])[CH3:2]. Procedure details: The hydroxyl group of 3-ethoxy-4-hydroxybenzaldehyde (2.0 g) was protected by use of 2-methoxyethoxymethyl chloride (1.5 g) in accordance with (production process 1), to thereby produce 3-ethoxy-4-methoxyethoxymethoxybenzaldehyde (2.8 g, yield: 91%). The thus-produced 3-ethoxy-4-methoxyethoxymethoxybenzaldehyde (2.8 g) and 3,4-dimethoxybenzyl cyanide (2.0 g) were subjected to condensation in accordance with process A of (production process 2), to thereby yield an MEM form of the target product. ... Reactants: O=C1c2ccccc2C(=O)N1CCS(=O)(=O)Cl, C1CCOC1, CN, O. The product is CCN1C(=O)c2ccccc2C1=O, CN[SH](=O)=O. As a reaction SMILES: [C:1]1(=[O:17])[c:2]2[c:3]([cH:13][cH:14][cH:15][cH:16]2)[C:4](=[O:12])[N:5]1[CH2:6][CH2:7][S:8](=[O:9])(=[O:10])[Cl:11].[CH2:20]1[O:21][CH2:22][CH2:23][CH2:24]1.[CH3:18][NH2:19].[OH2:25]>>[C:1]1(=[O:17])[c:2]2[c:3]([cH:13][cH:14][cH:15][cH:16]2)[C:4](=[O:12])[N:5]1[CH2:6][CH3:7].[SH:8](=[O:9])(=[O:10])[NH:19][CH3:18].